From a dataset of the Open Reaction Database (ORD), a public repository of structured organic reaction records. describe an organic reaction: reactants, conditions, products, and yield The solvent is CS(=O)C (dimethyl sulphoxide). Reactants: FC1=CC=2C(=NC=3N(C=C(C(C3C2)=O)C(=O)O)C)C=C1F (7,8-difluoro-1-methyl-4-oxo-1,4-dihydrobenzo[b][1,8]naphthyridine-3-carboxylic acid), CNC1CCCCC1 (N-methylcyclohexylamine). Procedure details: 8-[(Cyclohexyl)(methyl)amino]-7-fluoro-1-methyl-4-oxo-1,4-dihydrobenzo[b][1,8]naphthyridine-3-carboxylic acid was prepared under the conditions of Example 1, but from 1.5 g of 7,8-difluoro-1-methyl-4-oxo-1,4-dihydrobenzo[b][1,8]naphthyridine-3-carboxylic acid and 1.3 cm3 of N-methylcyclohexylamine in 30 cm3 of dimethyl sulphoxide. After washing 2 times with with 15 cm3 of ethanol, 1.7 g of 8-[(cyclohexyl)(methyl)amino]-7-fluoro-1-methyl-4-oxo-1,4-dihydrobenzo[b][1,8]naphthyridine-3-carboxylic ac... The product is C1(CCCCC1)N(C=1C(=CC=2C(=NC=3N(C=C(C(C3C2)=O)C(=O)O)C)C1)F)C (8-[(cyclohexyl)(methyl)amino]-7-fluoro-1-methyl-4-oxo-1,4-dihydrobenzo[b][1,8]naphthyridine-3-carboxylic acid). Reaction SMILES: [F:1][C:2]1[C:20](F)=[CH:19][C:5]2=[N:6][C:7]3[N:8]([CH3:18])[CH:9]=[C:10]([C:15]([OH:17])=[O:16])[C:11](=[O:14])[C:12]=3[CH:13]=[C:4]2[CH:3]=1.[CH3:22][NH:23][CH:24]1[CH2:29][CH2:28][CH2:27][CH2:26][CH2:25]1>CS(C)=O>[CH:24]1([N:23]([CH3:22])[C:20]2[C:2]([F:1])=[CH:3][C:4]3[C:5]([CH:19]=2)=[N:6][C:7]2[N:8]([CH3:18])[CH:9]=[C:10]([C:15]([OH:17])=[O:16])[C:11](=[O:14])[C:12]=2[CH:13]=3)[CH2:29][CH2:28][CH2:27][CH2:26][CH2:25]1. Reactants: [Al+3], CCCCCCCCCC(=O)Cl, ClCCl, [Cl-], [Cl-], [Cl-], Cl, c1ccc(-c2ccc(-c3ccccc3)cc2)cc1. Product: CCCCCCCCCC(=O)c1ccc(-c2ccc(-c3ccccc3)cc2)cc1. Reaction SMILES: [Al+3:20].[C:23]([CH2:24][CH2:25][CH2:26][CH2:27][CH2:28][CH2:29][CH2:30][CH2:31][CH3:32])(=[O:33])[Cl:34].[CH2:36]([Cl:37])[Cl:38].[Cl-:19].[Cl-:21].[Cl-:22].[ClH:35].[c:1]1(-[c:7]2[cH:8][cH:9][c:10](-[c:13]3[cH:14][cH:15][cH:16][cH:17][cH:18]3)[cH:11][cH:12]2)[cH:2][cH:3][cH:4][cH:5][cH:6]1>>[c:1]1(-[c:7]2[cH:8][cH:9][c:10](-[c:13]3[cH:14][cH:15][cH:16][cH:17][cH:18]3)[cH:11][cH:12]2)[cH:2][cH:3][c:4]([C:23]([CH2:24][CH2:25][CH2:26][CH2:27][CH2:28][CH2:29][CH2:30][CH2:31][CH3:32])=[O:33])[cH:5][cH:6]1.